describe an organic reaction: reactants, conditions, products, and yield From a dataset of the Open Reaction Database (ORD), a public repository of structured organic reaction records. Reactants: Clc1cc(Br)cc2c1NCC2, CCC(C)n1cc(Cl)nc(Cl)c1=O. Product: CCC(C)n1cc(Cl)nc(N2CCc3cc(Br)cc(Cl)c32)c1=O. Reaction SMILES: [Br:14][c:15]1[cH:16][c:17]2[c:21]([c:22]([Cl:24])[cH:23]1)[NH:20][CH2:19][CH2:18]2.[Cl:1][c:2]1[c:3](=[O:13])[n:4]([CH:9]([CH2:10][CH3:11])[CH3:12])[cH:5][c:6]([Cl:8])[n:7]1>>[c:2]1([N:20]2[CH2:19][CH2:18][c:17]3[cH:16][c:15]([Br:14])[cH:23][c:22]([Cl:24])[c:21]32)[c:3](=[O:13])[n:4]([CH:9]([CH2:10][CH3:11])[CH3:12])[cH:5][c:6]([Cl:8])[n:7]1. The reactants are C1(CCC1)N1C(N(C2=C1C=CC(=C2)C(C#N)C(C=2C=C(C=CC2)C)=O)C)=O (2-(1-Cyclobutyl-3-methyl-2-oxo-2,3-dihydro-1H-benzoimidazol-5-yl)-3-oxo-3-m-tolyl-propionitrile), C([O-])(O)=O.[Na+] (sodium bicarbonate), OCCNN (Hydroxyethyl hydrazine). Run in CC(C)O (2-propanol), C(C)(=O)O (acetic acid). Conditions: temperature 70 celsius. Product: NC1=C(C(=NN1CCO)C=1C=C(C=CC1)C)C1=CC2=C(N(C(N2C)=O)C2CCC2)C=C1 (5-[5-Amino-1-(2-hydroxy-ethyl)-3-m-tolyl-1H-pyrazol-4-yl]-1-cyclobutyl-3-methyl-1,3-dihydro-benzoimidazol-2-one). As a reaction SMILES: [CH:1]1([N:5]2[C:9]3[CH:10]=[CH:11][C:12]([CH:14]([C:17](=O)[C:18]4[CH:19]=[C:20]([CH3:24])[CH:21]=[CH:22][CH:23]=4)[C:15]#[N:16])=[CH:13][C:8]=3[N:7]([CH3:26])[C:6]2=[O:27])[CH2:4][CH2:3][CH2:2]1.[OH:28][CH2:29][CH2:30][NH:31][NH2:32].C(=O)(O)[O-].[Na+]>CC(O)C.C(O)(=O)C>[NH2:16][C:15]1[N:31]([CH2:30][CH2:29][OH:28])[N:32]=[C:17]([C:18]2[CH:19]=[C:20]([CH3:24])[CH:21]=[CH:22][CH:23]=2)[C:14]=1[C:12]1[CH:11]=[CH:10][C:9]2[N:5]([CH:1]3[CH2:4][CH2:3][CH2:2]3)[C:6](=[O:27])[N:7]([CH3:26])[C:8]=2[CH:13]=1 |f:2.3|. Procedure details: 2-(1-Cyclobutyl-3-methyl-2-oxo-2,3-dihydro-1H-benzoimidazol-5-yl)-3-oxo-3-m-tolyl-propionitrile (66.5 mg, 0.19 mmol) was diluted with 2-propanol (0.4 mL) and acetic acid (0.8 mL). Hydroxyethyl hydrazine was then added (0.1 mL) and the mixture was heated to 70° C. for 8 hours. The reaction was cooled, poured onto saturated sodium bicarbonate and extracted with ethyl acetate. The organic layer was dried with sodium sulfate and concentrated. Preparative thin layer chromatography gave 5-[5-Amino-1-(... Starting materials: CCOC(C)=O, Cl, O=Cc1ccc(F)cc1, [K+], [OH-], O=C1CCSCC1. The product is O=C1CCSCC1=Cc1ccc(F)cc1. Reaction SMILES: [CH3:20][CH2:21][O:22][C:23]([CH3:24])=[O:25].[ClH:19].[F:3][c:4]1[cH:5][cH:6][c:7]([CH:8]=[O:9])[cH:10][cH:11]1.[K+:2].[OH-:1].[S:12]1[CH2:13][CH2:14][C:15](=[O:18])[CH2:16][CH2:17]1>>[F:3][c:4]1[cH:5][cH:6][c:7]([CH:8]=[C:14]2[CH2:13][S:12][CH2:17][CH2:16][C:15]2=[O:18])[cH:10][cH:11]1. Starting materials: C(\C=C\C(=O)O)(=O)O (Fumaric acid), CN1[C@@H](CCC1)COC=1C=NC=CC1 (3-((1-methyl-2-(S)-pyrrolidinyl)methoxy)pyridine), amine. The solvent is CO (MeOH), CO (MeOH). Product: C(\C=C\C(=O)O)(=O)O.CN1[C@@H](CCC1)COC=1C=NC=CC1 (3-((1-methyl-2-(S)-pyrrolidinyl)methoxy)pyridine fumarate). Yield: 21.0%. As a reaction SMILES: [CH3:1][N:2]1[CH2:6][CH2:5][CH2:4][C@H:3]1[CH2:7][O:8][C:9]1[CH:10]=[N:11][CH:12]=[CH:13][CH:14]=1.[C:15]([OH:22])(=[O:21])/[CH:16]=[CH:17]/[C:18]([OH:20])=[O:19]>CO>[C:15]([OH:22])(=[O:21])/[CH:16]=[CH:17]/[C:18]([OH:20])=[O:19].[CH3:1][N:2]1[CH2:6][CH2:5][CH2:4][C@H:3]1[CH2:7][O:8][C:9]1[CH:10]=[N:11][CH:12]=[CH:13][CH:14]=1 |f:3.4|. Procedure: The compound of step 4a was dissolved in anhydrous MeOH and brought to 0° C. with stirring. Fumaric acid was dissolved in MeOH with sonication and added dropwise to the solution containing amine. The mixture was warmed to room temperature with stirring. After 30 minutes the solvent was evaporated in vacuo and the remaining solid was vacuum filtered. The solid was then recrystallized with MeOH/Et2O to give the desired product as a white powder (21% yield). m.p.=124-125° C. [α]25D =-3.9° (c=1, MeO... The reactants are [H][H] (hydrogen), 51, ClC1=CC(=C(C=C1)NC1C(CN(CC1)C(=O)OC)C)[N+](=O)[O-] (methyl 4-(4-chloro-2nitrophenylamino)-3-methyl-1-piperidinecarboxylate), O1CCCC1 (tetrahydrofuran). Reaction SMILES: [Cl:1][C:2]1[CH:7]=[CH:6][C:5]([NH:8][CH:9]2[CH2:14][CH2:13][N:12]([C:15]([O:17][CH3:18])=[O:16])[CH2:11][CH:10]2[CH3:19])=[C:4]([N+:20]([O-])=O)[CH:3]=1.O1CCCC1.[H][H]>[Ni].CO>[NH2:20][C:4]1[CH:3]=[C:2]([Cl:1])[CH:7]=[CH:6][C:5]=1[NH:8][CH:9]1[CH2:14][CH2:13][N:12]([C:15]([O:17][CH3:18])=[O:16])[CH2:11][CH:10]1[CH3:19]. Product: NC1=C(C=CC(=C1)Cl)NC1C(CN(CC1)C(=O)OC)C (methyl 4-(2-amino-4-chlorophenylamino)-3-methyl-1-piperidinecarboxylate). The reagents and catalysts are [Ni] (raney-nickel). Procedure details: A mixture of 51 parts of methyl 4-(4-chloro-2nitrophenylamino)-3-methyl-1-piperidinecarboxylate, 270 parts of tetrahydrofuran and 96 parts of methanol is hydrogenated at normal pressure and at normal temperature with 15 parts of raney-nickel catalyst. After the calculated amount of hydrogen is taken up (6 hours), the catalyst is filtered off and the filtrate is evaporated. The oily residue is triturated in warm 2,2'-oxybispropane. After cooling, the product is filtered off, pulverized in a morta... The solvent is CO (methanol). Starting materials: CC(=O)OC(C)=O, CN(C)c1ccncc1, CCOC(C)=O, ClCCl, Nc1ccc(-c2nc3c(C(=O)NC4CN5CCC4CC5)cccc3o2)cc1, c1ccncc1. Product: CC(=O)Nc1ccc(-c2nc3c(C(=O)NC4CN5CCC4CC5)cccc3o2)cc1. RXN SMILES: [CH3:28][C:29](=[O:30])[O:31][C:32](=[O:33])[CH3:34].[CH3:44][N:45]([c:46]1[cH:47][cH:48][n:49][cH:50][cH:51]1)[CH3:52].[CH3:53][CH2:54][O:55][C:56](=[O:57])[CH3:58].[Cl:41][CH2:42][Cl:43].[N:1]12[CH2:2][CH:3]([NH:9][C:10](=[O:11])[c:12]3[cH:13][cH:14][cH:15][c:16]4[c:17]3[n:18][c:19](-[c:21]3[cH:22][cH:23][c:24]([NH2:27])[cH:25][cH:26]3)[o:20]4)[CH:4]([CH2:5][CH2:6]1)[CH2:7][CH2:8]2.[cH:35]1[cH:36][cH:37][n:38][cH:39][cH:40]1>>[N:1]12[CH2:2][CH:3]([NH:9][C:10](=[O:11])[c:12]3[cH:13][cH:14][cH:15][c:16]4[c:17]3[n:18][c:19](-[c:21]3[cH:22][cH:23][c:24]([NH:27][C:29]([CH3:28])=[O:30])[cH:25][cH:26]3)[o:20]4)[CH:4]([CH2:5][CH2:6]1)[CH2:7][CH2:8]2.